Dataset: the Open Reaction Database (ORD), a public repository of structured organic reaction records. Task: describe an organic reaction: reactants, conditions, products, and yield Starting materials: C1(=CC=CC=C1)P(C1=CC=CC=C1)C1=CC=CC=C1 (triphenylphosphine), BrBr (Br2), N[C@@H]1CC[C@H](CC1)CCO (trans-2-(4-amino-cyclohexyl)-ethanol), N1C=NC=C1 (1-H-imidazole). The solvent is ClCCl (dichloromethane). Conditions: time 18 hour. Product: N[C@@H]1CC[C@H](CC1)CCBr (trans-2-(4-amino-cyclohexyl)-ethylbromide). RXN SMILES: C1(P(C2C=CC=CC=2)C2C=CC=CC=2)C=CC=CC=1.[Br:20]Br.[NH2:22][C@H:23]1[CH2:28][CH2:27][C@H:26]([CH2:29][CH2:30]O)[CH2:25][CH2:24]1.N1C=CN=C1>ClCCl>[NH2:22][C@H:23]1[CH2:28][CH2:27][C@H:26]([CH2:29][CH2:30][Br:20])[CH2:25][CH2:24]1. Procedure: The freshly prepared mixture of 1.45 g (5 eq.) triphenylphosphine and 0.28 ml (5 eq.) Br2 in 20 ml of dichloromethane was added to 1 g of the polymer-bound trans-2-(4-amino-cyclohexyl)-ethanol and 0.38 g (5 eq.) 1-H-imidazole. The suspension was shaken for 18 hours, filtered and the resin was washed in sequence with the following solvents (20 ml, twice with each): dichloromethane, methanol, 10% triethylamine in dimethylformamide, methanol, dimethylformamide, tetrahydrofuran, diethylether. Reactants: CC(=O)O[BH-](OC(C)=O)OC(C)=O, O=C([O-])O, CC(=O)O, O=Cc1ccccc1, ClCCl, NC1CN(C(c2ccc(Cl)cc2)c2ccc(Cl)cc2)C1, [Na+], [Na+]. Product: Clc1ccc(C(c2ccc(Cl)cc2)N2CC(NCc3ccccc3)C2)cc1. RXN SMILES: [C:29]([O:30][BH-:31]([O:32][C:33](=[O:34])[CH3:35])[O:36][C:37](=[O:38])[CH3:39])(=[O:40])[CH3:41].[C:43](=[O:44])([O-:45])[OH:46].[CH3:51][C:52](=[O:53])[OH:54].[CH:1](=[O:2])[c:3]1[cH:4][cH:5][cH:6][cH:7][cH:8]1.[Cl:48][CH2:49][Cl:50].[Cl:9][c:10]1[cH:11][cH:12][c:13]([CH:16]([N:17]2[CH2:18][CH:19]([NH2:21])[CH2:20]2)[c:22]2[cH:23][cH:24][c:25]([Cl:28])[cH:26][cH:27]2)[cH:14][cH:15]1.[Na+:42].[Na+:47]>>[CH2:1]([c:3]1[cH:4][cH:5][cH:6][cH:7][cH:8]1)[NH:21][CH:19]1[CH2:18][N:17]([CH:16]([c:13]2[cH:12][cH:11][c:10]([Cl:9])[cH:15][cH:14]2)[c:22]2[cH:23][cH:24][c:25]([Cl:28])[cH:26][cH:27]2)[CH2:20]1. Reactants: Cl (HCl), C(C)N(CCOC1=C(C=C(C=C1)[N+](=O)[O-])OC)CC (diethyl-[2-(2-methoxy-4-nitro-phenoxy)-ethyl]-amine), C([O-])([O-])=O.[Na+].[Na+] (sodium carbonate). Reagents/catalysts: [Fe] (iron). Run in CCO (EtOH). Conditions: time 10 minute. Yields the product C(C)N(CCOC1=C(C=C(C=C1)N)OC)CC (4-(2-Diethylamino-ethoxy)-3-methoxy-phenylamine). Reaction SMILES: [CH2:1]([N:3]([CH2:18][CH3:19])[CH2:4][CH2:5][O:6][C:7]1[CH:12]=[CH:11][C:10]([N+:13]([O-])=O)=[CH:9][C:8]=1[O:16][CH3:17])[CH3:2].Cl.C(=O)([O-])[O-].[Na+].[Na+]>CCO.[Fe]>[CH2:18]([N:3]([CH2:1][CH3:2])[CH2:4][CH2:5][O:6][C:7]1[CH:12]=[CH:11][C:10]([NH2:13])=[CH:9][C:8]=1[O:16][CH3:17])[CH3:19] |f:2.3.4|. Procedure details: 0.77 g (2.87 mmol) of diethyl-[2-(2-methoxy-4-nitro-phenoxy)-ethyl]-amine was added to a suspension of 1.00 g (17.9 mmol) of iron powder in 7 mL EtOH and the mixture was stirred for 10 minutes at RT. 6.6 mL of conc. aqueous HCl was added dropwise within 15 minutes and the mixture was stirred for 1 hour. 100 ml of 2 M sodium carbonate solution was added and the mixture was exhaustively extracted with EtOAc. The combined org. extracts were dried over magnesium sulphate and evaporated down i. vac. Starting materials: CC(CO)(CO)OCc1ccccc1F, O=C1CCCCC1, c1ccccc1. The product is CC1(OCc2ccccc2F)COC2(CCCCC2)OC1. RXN SMILES: [F:8][c:9]1[c:10]([CH2:11][O:12][C:13]([CH2:14][OH:15])([CH2:16][OH:17])[CH3:18])[cH:19][cH:20][cH:21][cH:22]1.[O:1]=[C:2]1[CH2:3][CH2:4][CH2:5][CH2:6][CH2:7]1.[cH:23]1[cH:24][cH:25][cH:26][cH:27][cH:28]1>>[O:1]1[C:2]2([CH2:3][CH2:4][CH2:5][CH2:6][CH2:7]2)[O:15][CH2:14][C:13]([O:12][CH2:11][c:10]2[c:9]([F:8])[cH:22][cH:21][cH:20][cH:19]2)([CH3:18])[CH2:16]1. Starting materials: FC(OC1=CC=C(C(=O)N)C=C1)(F)F (4-trifluoromethoxybenzamide), ClC(=O)SCl (chlorocarbonylsulfenyl chloride). The solvent is C1(=CC=CC=C1)C (toluene). Run at temperature 90 celsius. The product is FC(OC1=CC=C(C=C1)C1=NSC(O1)=O)(F)F (5-(4-Trifluoromethoxyphenyl)-[1,3,4]oxathiazol-2-one). RXN SMILES: [F:1][C:2]([F:14])([F:13])[O:3][C:4]1[CH:12]=[CH:11][C:7]([C:8]([NH2:10])=[O:9])=[CH:6][CH:5]=1.Cl[C:16]([S:18]Cl)=[O:17]>C1(C)C=CC=CC=1>[F:1][C:2]([F:13])([F:14])[O:3][C:4]1[CH:12]=[CH:11][C:7]([C:8]2[O:9][C:16](=[O:17])[S:18][N:10]=2)=[CH:6][CH:5]=1. Reported procedure: To a solution of 4-trifluoromethoxybenzamide (0.50 g, 2.43 mmol) in toluene (10 ml) was added chlorocarbonylsulfenyl chloride (0.50 ml, 6.09 mmol). The resulting reaction mixture was refluxed at 90° C. for 2 h. After the completion of the reaction (TLC monitoring), the mixture was concentrated, added diethyl ether and washed twice with water, twice with 5% NaHCO3, again with water, and was dried (Na2SO4), concentrated under vacuum to give the product (crude yield 0.74 g) that was carried forward... The reactants are SC1=C(CO)C=CC=C1 (2-mercaptobenzyl alcohol), C(C)C(C=O)(CCCC)COS(=O)(=O)C (2-Ethyl-2-(mesyloxymethyl)hexanal), Cl (HCl), SC(C1=CC=CC=C1)O (mercaptobenzyl alcohol). Run in COCCOCCOC (2-methoxyethyl ether), C(C)N(CC)CC (triethylamine), C(C)N(CC)CC (triethylamine). Product: C(C)C(C=O)(C=CCC)CSC1=C(C=CC=C1)CO (2-Ethyl-2-((2-Hydroxymethylphenyl)thiomethyl)hexenal). The yield is 107.8%. As a reaction SMILES: [SH:1][C:2]1[CH:9]=[CH:8][CH:7]=[CH:6][C:3]=1[CH2:4][OH:5].[CH2:10]([C:12]([CH2:19]OS(C)(=O)=O)([CH2:15][CH2:16][CH2:17][CH3:18])[CH:13]=[O:14])[CH3:11].SC(O)C1C=CC=CC=1.Cl>C(N(CC)CC)C.COCCOCCOC>[CH2:10]([C:12]([CH2:19][S:1][C:2]1[CH:9]=[CH:8][CH:7]=[CH:6][C:3]=1[CH2:4][OH:5])([CH:15]=[CH:16][CH2:17][CH3:18])[CH:13]=[O:14])[CH3:11]. Reported procedure: A mixture of 5.0 g (0.036 mole) of 2-mercaptobenzyl alcohol, 6.4 g (0.032 mole) of 1, 3.6 g (0.036 mole) of triethylamine and 25 mL of 2-methoxyethyl ether was held at reflux for 7 h. Additional 1.1 g of mercaptobenzyl alcohol and 0.72 g of triethylamine was added to the reaction mixture and the mixture was held at reflux for additional 16 h. The reaction mixture was cooled and poured into 6N HCl and extracted with methylene chloride. The methylene chloride extract was washed twice with 10% NaOH...